Dataset: the Open Reaction Database (ORD), a public repository of structured organic reaction records. Task: describe an organic reaction: reactants, conditions, products, and yield Starting materials: Cc1cccc(C)c1CCl, CC#N, [I-], [K+], COC(=O)c1cc(N)c2nc(C)c(C)n2c1, [Na+], [Na+], O=C([O-])[O-]. The product is COC(=O)c1cc(NCc2c(C)cccc2C)c2nc(C)c(C)n2c1. RXN SMILES: [CH3:17][c:18]1[c:19]([CH2:20][Cl:21])[c:22]([CH3:26])[cH:23][cH:24][cH:25]1.[CH3:35][C:36]#[N:37].[I-:34].[K+:33].[NH2:1][c:2]1[c:3]2[n:4]([cH:5][c:6]([C:8](=[O:9])[O:10][CH3:11])[cH:7]1)[c:12]([CH3:16])[c:13]([CH3:15])[n:14]2.[Na+:27].[Na+:28].[O-:29][C:30](=[O:31])[O-:32]>>[NH:1]([c:2]1[c:3]2[n:4]([cH:5][c:6]([C:8](=[O:9])[O:10][CH3:11])[cH:7]1)[c:12]([CH3:16])[c:13]([CH3:15])[n:14]2)[CH2:20][c:19]1[c:18]([CH3:17])[cH:25][cH:24][cH:23][c:22]1[CH3:26]. Reactants: BrC=1C(=CC(=NC1)OCC1=CC=C(C=C1)OC)OCC (5-bromo-4-ethoxy-2-((4-methoxybenzyl)oxy)pyridine), FC1=C(C=CC(=C1)B1OC(C(O1)(C)C)(C)C)CC(=O)NC1=CC(=NO1)C(C(F)(F)F)(C)C (2-(2-fluoro-4-(4,4,5,5-tetramethyl-1,3,2-dioxaborolan-2-yl)phenyl)-N-(3-(1,1,1-trifluoro-2-methylpropan-2-yl)isoxazol-5-yl)acetamide), C(=O)([O-])[O-].[Cs+].[Cs+] (Cs2CO3). Reagents/catalysts: C1=CC=C(C=C1)P([C-]2C=CC=C2)C3=CC=CC=C3.C1=CC=C(C=C1)P([C-]2C=CC=C2)C3=CC=CC=C3.Cl[Pd]Cl.[Fe+2] (PdCl2(dppf)). Run in O (water), O1CCOCC1 (1,4-dioxane). Yields the product C(C)OC1=C(C=NC(=C1)OCC1=CC=C(C=C1)OC)C1=CC(=C(C=C1)CC(=O)NC1=CC(=NO1)C(C(F)(F)F)(C)C)F (2-(4-(4-ethoxy-6-((4-methoxybenzyl)oxy)pyridin-3-yl)-2-fluorophenyl)-N-(3-(1,1,1-trifluoro-2-methylpropan-2-yl)isoxazol-5-yl)acetamide). Isolated yield 32.4%. RXN SMILES: Br[C:2]1[C:3]([O:18][CH2:19][CH3:20])=[CH:4][C:5]([O:8][CH2:9][C:10]2[CH:15]=[CH:14][C:13]([O:16][CH3:17])=[CH:12][CH:11]=2)=[N:6][CH:7]=1.[F:21][C:22]1[CH:27]=[C:26](B2OC(C)(C)C(C)(C)O2)[CH:25]=[CH:24][C:23]=1[CH2:37][C:38]([NH:40][C:41]1[O:45][N:44]=[C:43]([C:46]([CH3:52])([CH3:51])[C:47]([F:50])([F:49])[F:48])[CH:42]=1)=[O:39].C([O-])([O-])=O.[Cs+].[Cs+]>O.O1CCOCC1.C1C=CC(P(C2C=CC=CC=2)[C-]2C=CC=C2)=CC=1.C1C=CC(P(C2C=CC=CC=2)[C-]2C=CC=C2)=CC=1.Cl[Pd]Cl.[Fe+2]>[CH2:19]([O:18][C:3]1[CH:4]=[C:5]([O:8][CH2:9][C:10]2[CH:15]=[CH:14][C:13]([O:16][CH3:17])=[CH:12][CH:11]=2)[N:6]=[CH:7][C:2]=1[C:26]1[CH:25]=[CH:24][C:23]([CH2:37][C:38]([NH:40][C:41]2[O:45][N:44]=[C:43]([C:46]([CH3:51])([CH3:52])[C:47]([F:50])([F:49])[F:48])[CH:42]=2)=[O:39])=[C:22]([F:21])[CH:27]=1)[CH3:20] |f:2.3.4,7.8.9.10|. Procedure: To a mixture of 5-bromo-4-ethoxy-2-((4-methoxybenzyl)oxy)pyridine (74.1 mg, 0.219 mmol) and 2-(2-fluoro-4-(4,4,5,5-tetramethyl-1,3,2-dioxaborolan-2-yl)phenyl)-N-(3-(1,1,1-trifluoro-2-methylpropan-2-yl)isoxazol-5-yl)acetamide (100 mg, 0.219 mmol) in water (1 mL) and 1,4-dioxane (3 mL) was added Cs2CO3 (143 mg, 0.438 mmol) and PdCl2(dppf) (16.04 mg, 0.022 mmol) under N2. Then the mixture was stirred and irradiated in a microwave oven at 120° C. for 20 min. The mixture was then concentrated. The cr... Reactants: Cc1ccc(CC2C3=C(CCCC3)CCN2C)cc1, N, O, O=P(O)(O)O. Product: Cc1ccc2c(c1)C13CCCCC1C(C2)N(C)CC3. Reaction SMILES: [CH3:1][c:2]1[cH:3][cH:4][c:5]([CH2:6][CH:7]2[N:8]([CH3:17])[CH2:9][CH2:10][C:11]3=[C:16]2[CH2:15][CH2:14][CH2:13][CH2:12]3)[cH:18][cH:19]1.[NH3:25].[OH2:26].[P:20](=[O:21])([OH:22])([OH:23])[OH:24]>>[CH3:1][c:2]1[cH:3][c:4]2[c:5]([cH:18][cH:19]1)[CH2:6][CH:7]1[N:8]([CH3:17])[CH2:9][CH2:10][C:11]23[CH2:12][CH2:13][CH2:14][CH2:15][CH:16]13. Reactants: COC(=O)C1=CC(=C(C=C1)S(=O)(=O)Cl)OC (4-methoxycarbonyl-2-methoxybenzenesulfonyl chloride), [H-].[Na+] (sodium hydride), C(C)OC1=CC2=C(NC(N2C2=NC=CC=C2)=O)C=C1 (5-ethoxy-1,3-dihydro-3-(pyrid-2-yl)-2H-benzimidazol-2-one), CN(C)C=O (DMF). Solvent: C1CCOC1 (THF). Conditions: time 30 minute. The product is C(C)OC1=CC2=C(N(C(N2C2=NC=CC=C2)=O)S(=O)(=O)C2=C(C=C(C(=O)OC)C=C2)OC)C=C1 (Methyl 4-[5-ethoxy-2,3-dihydro-2-oxo-3-(pyrid-2-yl)-1H-benzimidazol-1-yl]sulfonyl-3-methoxybenzoate). Isolated yield 54.7%. As a reaction SMILES: [H-].[Na+].[CH2:3]([O:5][C:6]1[CH:21]=[CH:20][C:9]2[NH:10][C:11](=[O:19])[N:12]([C:13]3[CH:18]=[CH:17][CH:16]=[CH:15][N:14]=3)[C:8]=2[CH:7]=1)[CH3:4].CN(C=O)C.[CH3:27][O:28][C:29]([C:31]1[CH:36]=[CH:35][C:34]([S:37](Cl)(=[O:39])=[O:38])=[C:33]([O:41][CH3:42])[CH:32]=1)=[O:30]>C1COCC1>[CH2:3]([O:5][C:6]1[CH:21]=[CH:20][C:9]2[N:10]([S:37]([C:34]3[CH:35]=[CH:36][C:31]([C:29]([O:28][CH3:27])=[O:30])=[CH:32][C:33]=3[O:41][CH3:42])(=[O:39])=[O:38])[C:11](=[O:19])[N:12]([C:13]3[CH:18]=[CH:17][CH:16]=[CH:15][N:14]=3)[C:8]=2[CH:7]=1)[CH3:4] |f:0.1|. Reported procedure: 0.2 g of sodium hydride as a 60% dispersion in oil is added to a mixture of 1 g of 5-ethoxy-1,3-dihydro-3-(pyrid-2-yl)-2H-benzimidazol-2-one, 25 ml of DMF and 25 ml of THF and the mixture is stirred for 30 minutes at RT. 1 g of 4-methoxycarbonyl-2-methoxybenzenesulfonyl chloride is then added and the mixture is stirred for 3 hours at RT. The reaction mixture is concentrated under vacuum, the residue is taken up with water, extracted with AcOEt, washed with water and dried over Na2SO4 and the sol... Reactants: NC1=CC=C(C=C1)C=1C(CC(NN1)=O)C (6-(p-aminophenyl)-5-methyl-4,5-dihydro-3(2H)-pyridazinone), CN(C=O)C (dimethylformamide), CSN=C=O (methyl thioisocyanate). Reaction conditions: time 4 hour. Yields the product CNC(=S)NC1=CC=C(C=C1)C=1C(CC(NN1)=O)C (6-[4-(N-methylthiocarbamoylamino)phenyl]-5-methyl-4,5-dihydro-3(2H)-pyridazinone). RXN SMILES: [NH2:1][C:2]1[CH:7]=[CH:6][C:5]([C:8]2[CH:9]([CH3:15])[CH2:10][C:11](=[O:14])[NH:12][N:13]=2)=[CH:4][CH:3]=1.C[S:17]N=C=O.[CH3:21][N:22]([CH3:25])C=O>>[CH3:21][NH:22][C:25]([NH:1][C:2]1[CH:7]=[CH:6][C:5]([C:8]2[CH:9]([CH3:15])[CH2:10][C:11](=[O:14])[NH:12][N:13]=2)=[CH:4][CH:3]=1)=[S:17]. Reported procedure: In 40 ml of dry dimethylformamide (DMF) was dissolved 8.13 g of 6-(p-aminophenyl)-5-methyl-4,5-dihydro-3(2H)-pyridazinone. To this solution was added 3.5 g of methyl thioisocyanate, and the mixture was stirred for 4 hours at room temperature. The mixture was stirred for an additional 30 minutes at 50° C. and the solvent was distilled off under reduced pressure. To the residue was added 50 ml of dichloromethane/ether (1:1) to precipitate crystals which were then collected by filtration and washed... Starting materials: C1=CC=CC=C1 (benzene), NC1=C(C=CC(=C1)OCC)C (2-amino-4-ethoxytoluene), C(C1=CC=CC=C1)=O (benzaldehyde), C(#N)[BH3-].[Na+] (sodium cyanoborohydride). Solvent: O (water). The product is C(C1=CC=CC=C1)NC1=C(C=CC(=C1)OCC)C (2-Benzylamino-4-ethoxytoluene). RXN SMILES: C1C=CC=CC=1.[NH2:7][C:8]1[CH:13]=[C:12]([O:14][CH2:15][CH3:16])[CH:11]=[CH:10][C:9]=1[CH3:17].[CH:18](=O)[C:19]1[CH:24]=[CH:23][CH:22]=[CH:21][CH:20]=1.C([BH3-])#N.[Na+]>O>[CH2:18]([NH:7][C:8]1[CH:13]=[C:12]([O:14][CH2:15][CH3:16])[CH:11]=[CH:10][C:9]=1[CH3:17])[C:19]1[CH:24]=[CH:23][CH:22]=[CH:21][CH:20]=1 |f:3.4|. Reported procedure: 100 ml of benzene was added to 20.8 g (138 mmol) of 2-amino-4-ethoxytoluene and 17.8 g (168 mmol) of benzaldehyde, and the mixture was heated with refluxing for 5 hours in a reaction vessel equipped with a water separator. After cooling, the reaction solution was concentrated under reduced pressure. 640 ml of methanol was added to the residue, followed by the addition of acetic acid to adjust pH to 5. To this was added 13.1 g (208 mmol) of sodium cyanoborohydride while stirring under cooling wit... The reactants are CCO, Cc1cc(Cl)c2ccccc2n1, Cl, CN(C)CCNS(=O)(=O)c1cccc(N)c1. Yields the product Cc1cc(Nc2cccc(S(=O)(=O)NCCN(C)C)c2)c2ccccc2n1. Reaction SMILES: [CH3:30][CH2:31][OH:32].[Cl:17][c:18]1[cH:19][c:20]([CH3:28])[n:21][c:22]2[cH:23][cH:24][cH:25][cH:26][c:27]12.[ClH:29].[NH2:1][c:2]1[cH:3][c:4]([S:8](=[O:9])(=[O:10])[NH:11][CH2:12][CH2:13][N:14]([CH3:15])[CH3:16])[cH:5][cH:6][cH:7]1>>[NH:1]([c:2]1[cH:3][c:4]([S:8](=[O:9])(=[O:10])[NH:11][CH2:12][CH2:13][N:14]([CH3:15])[CH3:16])[cH:5][cH:6][cH:7]1)[c:18]1[cH:19][c:20]([CH3:28])[n:21][c:22]2[cH:23][cH:24][cH:25][cH:26][c:27]12. Reactants: BrCCC1OCCCO1, O=CC1CC2C=CC1C2, [Cl-], [NH4+], C1CCOC1. Product: OC(CCC1OCCCO1)C1CC2C=CC1C2. Reaction SMILES: [Br:1][CH2:2][CH2:3][CH:4]1[O:5][CH2:6][CH2:7][CH2:8][O:9]1.[CH:10]12[CH:11]([CH:17]=[O:18])[CH2:12][CH:13]([CH:14]=[CH:15]1)[CH2:16]2.[Cl-:19].[NH4+:20].[O:21]1[CH2:22][CH2:23][CH2:24][CH2:25]1>>[CH2:2]([CH2:3][CH:4]1[O:5][CH2:6][CH2:7][CH2:8][O:9]1)[CH:17]([CH:11]1[CH:10]2[CH:15]=[CH:14][CH:13]([CH2:12]1)[CH2:16]2)[OH:18].